Dataset: the Open Reaction Database (ORD), a public repository of structured organic reaction records. Task: describe an organic reaction: reactants, conditions, products, and yield Starting materials: COC=1C=C2CCCC(C2=CC1)C(=O)O (6-methoxy-1,2,3,4-tetrahydronaphthalene-1-carboxylic acid), CN(C1=CC=C(C=C1)CNC1=CC=C(C=C1)C(C)C)C ([(4-dimethylaminophenyl)methyl](4-isopropylphenyl)amine). The product is CN(C1=CC=C(C=C1)CN(C(=O)C1CCCC2=CC(=CC=C12)OC)C1=CC=C(C=C1)C(C)C)C (N-[(4-dimethylaminophenyl)methyl]-N-(4-isopropylphenyl)-6-methoxy-1,2,3,4-tetrahydronaphthalene-1-carboxamide). The yield is 30.2%. Reaction SMILES: [CH3:1][O:2][C:3]1[CH:4]=[C:5]2[C:10](=[CH:11][CH:12]=1)[CH:9]([C:13]([OH:15])=O)[CH2:8][CH2:7][CH2:6]2.[CH3:16][N:17]([CH3:35])[C:18]1[CH:23]=[CH:22][C:21]([CH2:24][NH:25][C:26]2[CH:31]=[CH:30][C:29]([CH:32]([CH3:34])[CH3:33])=[CH:28][CH:27]=2)=[CH:20][CH:19]=1>>[CH3:16][N:17]([CH3:35])[C:18]1[CH:19]=[CH:20][C:21]([CH2:24][N:25]([C:26]2[CH:31]=[CH:30][C:29]([CH:32]([CH3:33])[CH3:34])=[CH:28][CH:27]=2)[C:13]([CH:9]2[C:10]3[C:5](=[CH:4][C:3]([O:2][CH3:1])=[CH:12][CH:11]=3)[CH2:6][CH2:7][CH2:8]2)=[O:15])=[CH:22][CH:23]=1. Procedure details: By the reaction and treatment in the same manner as in Example 12 using 6-methoxy-1,2,3,4-tetrahydronaphthalene-1-carboxylic acid (0.54 g) and [(4-dimethylaminophenyl)methyl](4-isopropylphenyl)amine (0.7 g) as starting materials, N-[(4-dimethylaminophenyl)methyl]-N-(4-isopropylphenyl)-6-methoxy-1,2,3,4-tetrahydronaphthalene-1-carboxamide (0.36 g) was obtained.